describe an organic reaction: reactants, conditions, products, and yield From a dataset of the Open Reaction Database (ORD), a public repository of structured organic reaction records. The reactants are CCN(Cc1cc(C(F)(F)F)ccc1-c1cc(C(C)C(=O)N2C(=O)OC(c3ccccc3)C2C)ccc1OC)C(=O)C1CC1, C1CCOC1, Cl, [Li+], [OH-], O, OO. The product is CCN(Cc1cc(C(F)(F)F)ccc1-c1cc(C(C)C(=O)O)ccc1OC)C(=O)C1CC1. Reaction SMILES: [CH2:1]([CH3:2])[N:3]([C:4](=[O:5])[CH:6]1[CH2:7][CH2:8]1)[CH2:9][c:10]1[c:11](-[c:20]2[c:21]([O:43][CH3:44])[cH:22][cH:23][c:24]([CH:26]([C:27](=[O:28])[N:29]3[CH:30]([CH3:31])[CH:32]([c:33]4[cH:34][cH:35][cH:36][cH:37][cH:38]4)[O:39][C:40]3=[O:41])[CH3:42])[cH:25]2)[cH:12][cH:13][c:14]([C:16]([F:17])([F:18])[F:19])[cH:15]1.[CH2:50]1[O:51][CH2:52][CH2:53][CH2:54]1.[ClH:49].[Li+:47].[OH-:48].[OH2:55].[OH:45][OH:46]>>[CH2:1]([CH3:2])[N:3]([C:4](=[O:5])[CH:6]1[CH2:7][CH2:8]1)[CH2:9][c:10]1[c:11](-[c:20]2[c:21]([O:43][CH3:44])[cH:22][cH:23][c:24]([CH:26]([C:27](=[O:28])[OH:45])[CH3:42])[cH:25]2)[cH:12][cH:13][c:14]([C:16]([F:17])([F:18])[F:19])[cH:15]1. Starting materials: [H][H] (hydrogen), C(C1=CC=CC=C1)N1C[C@H](CC1)OS(=O)(=O)C ((S)-1-benzyl-3-methanesulfonyloxypyrrolidine), Cl (hydrochloric acid). Reagents/catalysts: [C].[Pd] (palladium-carbon). Run in C(C)O (ethanol). Run at time 4 hour. Yields the product Cl.CS(=O)(=O)O[C@@H]1CNCC1 ((S)-3-methanesulfonyloxypyrrolidine hydrochloride). RXN SMILES: C([N:8]1[CH2:12][CH2:11][C@H:10]([O:13][S:14]([CH3:17])(=[O:16])=[O:15])[CH2:9]1)C1C=CC=CC=1.[ClH:18].[H][H]>[C].[Pd].C(O)C>[ClH:18].[CH3:17][S:14]([O:13][C@H:10]1[CH2:11][CH2:12][NH:8][CH2:9]1)(=[O:16])=[O:15] |f:3.4,6.7|. Reported procedure: A mixed solution obtained by mixing 2.3 g of 100% pure (S)-1-benzyl-3-methanesulfonyloxypyrrolidine with 3.0 ml of ethanol and adding dropwise 1.00 ml of 35% aqueous hydrochloric acid thereto with cooling on an ice-water bath was charged, together with 300 mg of moist 5% palladium-carbon (water content 52% by weight), into an autoclave, hydrogen was introduced thereinto and the autoclave was heated to raise the temperature to 60 and the pressure to 203 kPa, and the reaction was allowed to procee... The reactants are IC1=CC=C(C=C1)C1=CC=C(C=C1)C(=O)O (4′-iodobiphenyl-4-carboxylic acid), glycol ester, C(CCCC)OC1=CC=C(C=C1)B(O)O (4-n-pentoxyphenylboronic acid), C([O-])([O-])=O.[Na+].[Na+] (sodium carbonate), S(O)(O)(=O)=O (sulfuric acid). The reagents and catalysts are Cl[Pd]([P](C1=CC=CC=C1)(C2=CC=CC=C2)C3=CC=CC=C3)([P](C4=CC=CC=C4)(C5=CC=CC=C5)C6=CC=CC=C6)Cl (PdCl2(PPh3)2). Solvent: C(CO)O (ethylene glycol), O (water). Run at temperature 95 celsius. Yields the product C(CCCC)OC1=CC=C(C=C1)C1=CC=C(C=C1)C1=CC=C(C=C1)C(=O)O (4″-n-pentoxy-[1,1′:4′,1″]-terphenyl-4-carboxylic acid). RXN SMILES: I[C:2]1[CH:7]=[CH:6][C:5]([C:8]2[CH:13]=[CH:12][C:11]([C:14]([OH:16])=[O:15])=[CH:10][CH:9]=2)=[CH:4][CH:3]=1.[CH2:17]([O:22][C:23]1[CH:28]=[CH:27][C:26](B(O)O)=[CH:25][CH:24]=1)[CH2:18][CH2:19][CH2:20][CH3:21].C(=O)([O-])[O-].[Na+].[Na+].S(=O)(=O)(O)O>Cl[Pd](Cl)([P](C1C=CC=CC=1)(C1C=CC=CC=1)C1C=CC=CC=1)[P](C1C=CC=CC=1)(C1C=CC=CC=1)C1C=CC=CC=1.O.C(O)CO>[CH2:17]([O:22][C:23]1[CH:24]=[CH:25][C:26]([C:2]2[CH:7]=[CH:6][C:5]([C:8]3[CH:13]=[CH:12][C:11]([C:14]([OH:16])=[O:15])=[CH:10][CH:9]=3)=[CH:4][CH:3]=2)=[CH:27][CH:28]=1)[CH2:18][CH2:19][CH2:20][CH3:21] |f:2.3.4,^1:45,64|. Reported procedure: 162 g of 4′-iodobiphenyl-4-carboxylic acid are introduced together with 129 g of glycol ester of 4-n-pentoxyphenylboronic acid and 79.5 g of sodium carbonate into 1.5 l of ethylene glycol and, while stirring vigorously, 350 mg of PdCl2(PPh3)2 are added and the mixture is stirred at 80° C. for 6 hours. The hot reaction mixture is cautiously poured into a mixture of 150 g of 37% strength sulfuric acid and 1,000 g of water, and the mixture is heated at 90-100° C. for 30 minutes. After filtration an... Reactants: O=C(O)c1ccc(Br)o1, CN(C)c1ccncc1, CN(C)C=O, NC(=O)N1C(=O)Cc2cc(Cl)ccc21, Cl, O=S(Cl)Cl. Product: NC(=O)N1C(=O)C(C(=O)c2ccc(Br)o2)c2cc(Cl)ccc21. RXN SMILES: [Br:1][c:2]1[cH:3][cH:4][c:5]([C:7](=[O:8])[OH:9])[o:6]1.[CH3:29][N:30]([c:31]1[cH:32][cH:33][n:34][cH:35][cH:36]1)[CH3:37].[CH3:38][N:39]([CH3:40])[CH:41]=[O:42].[Cl:10][c:11]1[cH:12][c:13]2[c:17]([cH:18][cH:19]1)[N:16]([C:20](=[O:21])[NH2:22])[C:15](=[O:23])[CH2:14]2.[ClH:24].[S:25]([Cl:26])([Cl:27])=[O:28]>>[Br:1][c:2]1[cH:3][cH:4][c:5]([C:7](=[O:9])[CH:14]2[c:13]3[cH:12][c:11]([Cl:10])[cH:19][cH:18][c:17]3[N:16]([C:20](=[O:21])[NH2:22])[C:15]2=[O:23])[o:6]1. Reactants: C=CCN(C(=O)OC(C)(C)C)C(Cc1ccccc1)C(=O)O, CCN=C=NCCCN(C)C, CN, CCOC(C)=O, CCN(C(C)C)C(C)C, ClCCl, Cl, Cl, On1nnc2ccccc21. Product: C=CCN(C(=O)OC(C)(C)C)C(Cc1ccccc1)C(=O)NC. As a reaction SMILES: [C:1]([CH3:2])([CH3:3])([CH3:4])[O:5][C:6](=[O:7])[N:8]([CH:9]([C:10](=[O:11])[OH:12])[CH2:13][c:14]1[cH:15][cH:16][cH:17][cH:18][cH:19]1)[CH2:20][CH:21]=[CH2:22].[CH3:24][N:25]([CH3:26])[CH2:27][CH2:28][CH2:29][N:30]=[C:31]=[N:32][CH2:33][CH3:34].[CH3:46][NH2:47].[CH3:60][CH2:61][O:62][C:63](=[O:64])[CH3:65].[CH:48]([N:49]([CH:50]([CH3:51])[CH3:52])[CH2:53][CH3:54])([CH3:55])[CH3:56].[Cl:57][CH2:58][Cl:59].[ClH:23].[ClH:45].[OH:35][n:36]1[c:37]2[cH:38][cH:39][cH:40][cH:41][c:42]2[n:43][n:44]1>>[C:1]([CH3:2])([CH3:3])([CH3:4])[O:5][C:6](=[O:7])[N:8]([CH:9]([C:10](=[O:11])[NH:25][CH3:24])[CH2:13][c:14]1[cH:15][cH:16][cH:17][cH:18][cH:19]1)[CH2:20][CH:21]=[CH2:22].